Dataset: the Open Reaction Database (ORD), a public repository of structured organic reaction records. Task: describe an organic reaction: reactants, conditions, products, and yield The reactants are C(C)(=O)O[C@H]1[C@@H](O[C@@H]([C@H]([C@@H]1OC(C)=O)OC(C)=O)COC(C)=O)OC1=CC=CC2=C1C(=CO2)CCC2=CC=C(C=C2)OCCO (4-(2,3,4,6-tetra-O-acetyl-β-D-glucopyranosyloxy)-3-{2-[4-(2-hydroxyethoxy)phenyl]ethyl}benzofuran), NC(CO)CO (2-amino-1,3-propanediol), NCCO (2-aminoethanol). Yields the product [C@@H]1([C@H](O)[C@@H](O)[C@H](O)[C@H](O1)CO)OC1=CC=CC2=C1C(=CO2)CCC2=CC=C(C=C2)OCCNC(CO)CO (4-(β-D-Glucopyranosyloxy)-3-[2-(4-{2-[2-hydroxy-1-(hydroxymethyl)ethylamino]ethoxy}phenyl)ethyl]benzofuran). As a reaction SMILES: C([O:4][C@@H:5]1[C@@H:10]([O:11]C(=O)C)[C@H:9]([O:15]C(=O)C)[C@@H:8]([CH2:19][O:20]C(=O)C)[O:7][C@H:6]1[O:24][C:25]1[C:30]2[C:31]([CH2:34][CH2:35][C:36]3[CH:41]=[CH:40][C:39]([O:42][CH2:43][CH2:44]O)=[CH:38][CH:37]=3)=[CH:32][O:33][C:29]=2[CH:28]=[CH:27][CH:26]=1)(=O)C.[NH2:46][CH:47]([CH2:50][OH:51])[CH2:48][OH:49].NCCO>>[C@@H:6]1([O:24][C:25]2[C:30]3[C:31]([CH2:34][CH2:35][C:36]4[CH:37]=[CH:38][C:39]([O:42][CH2:43][CH2:44][NH:46][CH:47]([CH2:50][OH:51])[CH2:48][OH:49])=[CH:40][CH:41]=4)=[CH:32][O:33][C:29]=3[CH:28]=[CH:27][CH:26]=2)[O:7][C@H:8]([CH2:19][OH:20])[C@@H:9]([OH:15])[C@H:10]([OH:11])[C@H:5]1[OH:4]. Procedure details: The title compound was prepared in a similar manner to that described in Example 21 using 4-(2,3,4,6-tetra-O-acetyl-β-D-glucopyranosyloxy)-3-{2-[4-(2-hydroxyethoxy)phenyl]ethyl}benzofuran and 2-amino-1,3-propanediol instead of 4-(2,3,4,6-tetra-O-acetyl-β-D-glucopyranosyloxy)-3-{2-[4-(3-hydroxypropoxy)phenyl]ethyl}benzofuran and 2-aminoethanol, respectively. The reactants are O=C([O-])O, CC(=O)OC(C)=O, Cc1nn(C2CCCCC2)c2c(=O)[nH]c(-c3ccc(N)cc3)nc12, [Na+], c1ccncc1. Product: CC(=O)Nc1ccc(-c2nc3c(C)nn(C4CCCCC4)c3c(=O)[nH]2)cc1. As a reaction SMILES: [C:32](=[O:33])([O-:34])[OH:35].[CH3:25][C:26](=[O:27])[O:28][C:29](=[O:30])[CH3:31].[NH2:1][c:2]1[cH:3][cH:4][c:5](-[c:8]2[nH:9][c:10](=[O:24])[c:11]3[c:12]([n:13]2)[c:14]([CH3:23])[n:15][n:16]3[CH:17]2[CH2:18][CH2:19][CH2:20][CH2:21][CH2:22]2)[cH:6][cH:7]1.[Na+:36].[cH:37]1[cH:38][cH:39][n:40][cH:41][cH:42]1>>[NH:1]([c:2]1[cH:3][cH:4][c:5](-[c:8]2[nH:9][c:10](=[O:24])[c:11]3[c:12]([n:13]2)[c:14]([CH3:23])[n:15][n:16]3[CH:17]2[CH2:18][CH2:19][CH2:20][CH2:21][CH2:22]2)[cH:6][cH:7]1)[C:26]([CH3:25])=[O:27].